Dataset: the Open Reaction Database (ORD), a public repository of structured organic reaction records. Task: describe an organic reaction: reactants, conditions, products, and yield The reactants are NC1=CC2=C(CCN(CC2)C(=O)OC(C)(C)C)C=C1O (1,1-dimethylethyl 7-amino-8-hydroxy-1,2,4,5-tetrahydro-3H-3-benzazepine-3-carboxylate), C(C(C)C)(=O)Cl (isobutyryl chloride). Product: CC(C)C=1OC2=CC3=C(CCNCC3)C=C2N1 (2-(1-Methylethyl)-6,7,8,9-tetrahydro-5H-[1,3]oxazolo[4,5-h][3]benzazepine). As a reaction SMILES: [NH2:1][C:2]1[C:19]([OH:20])=[CH:18][C:5]2[CH2:6][CH2:7][N:8](C(OC(C)(C)C)=O)[CH2:9][CH2:10][C:4]=2[CH:3]=1.[C:21](Cl)(=O)[CH:22]([CH3:24])[CH3:23]>>[CH3:21][CH:22]([C:24]1[O:20][C:19]2[C:2]([N:1]=1)=[CH:3][C:4]1[CH2:10][CH2:9][NH:8][CH2:7][CH2:6][C:5]=1[CH:18]=2)[CH3:23]. Reported procedure: The title compound was prepared as described in General Procedure 2 from 1,1-dimethylethyl 7-amino-8-hydroxy-1,2,4,5-tetrahydro-3H-3-benzazepine-3-carboxylate and isobutyryl chloride. Starting materials: O=[N+]([O-])c1cc(Cl)c(Cl)cc1O, [NH4+], [Na+], [Na+], [OH-], O, O=S([O-])S(=O)[O-]. Product: Nc1cc(Cl)c(Cl)cc1O. As a reaction SMILES: [Cl:1][c:2]1[cH:3][c:4]([OH:12])[c:5]([N+:9]([O-:10])=[O:11])[cH:6][c:7]1[Cl:8].[NH4+:13].[Na+:21].[Na+:22].[OH-:14].[OH2:23].[S:15]([S:16]([O-:17])=[O:18])([O-:19])=[O:20]>>[Cl:1][c:2]1[cH:3][c:4]([OH:12])[c:5]([NH2:9])[cH:6][c:7]1[Cl:8]. The reactants are O=C([O-])[O-], CN(C)CCCl, CN(C)C=O, Cl, [K+], [K+], O, CCOC(=O)c1ccc(O)cc1. Yields the product CCOC(=O)c1ccc(OCCN(C)C)cc1. As a reaction SMILES: [C:20](=[O:21])([O-:22])[O-:23].[CH3:14][N:15]([CH2:16][CH2:17][Cl:18])[CH3:19].[CH3:27][N:28]([CH3:29])[CH:30]=[O:31].[ClH:13].[K+:24].[K+:25].[OH2:26].[OH:1][c:2]1[cH:3][cH:4][c:5]([C:6](=[O:7])[O:8][CH2:9][CH3:10])[cH:11][cH:12]1>>[O:1]([c:2]1[cH:3][cH:4][c:5]([C:6](=[O:7])[O:8][CH2:9][CH3:10])[cH:11][cH:12]1)[CH2:17][CH2:16][N:15]([CH3:14])[CH3:19]. The solvent is O (water), CN(C)C=O (DMF). Product: C12(CC3CC(CC(C1)C3)C2)NC=2OC(=NN2)C2=CC3=C(N=C(N3)C3=C(C=CC=C3Cl)Cl)C=C2 (Adamantan-1-yl-{5-[2-(2,6-dichloro-phenyl)-3H-benzoimidazol-5-yl]-[1,3,4]oxadiazol-2-yl}-amine). Reported procedure: Combine 2-(2,6-dichloro-phenyl)-3H-benzoimidazole-5-carboxylic acid hydrazide (100 mg, 0.310 mmol) and 1-isothiocyanato-adamantane (78 mg, 0.403 mmol) in DMF (2 mL) and heat to 70° C. for 1 hr. Add EDCI (119 mg, 0.620 mmol) and heat the reaction for 1 hr. Allow the reaction to cool to room temp and dilute with water (10 mL). Collect the resulting precipitate by filtration and purify the solid by reverse-phase HPLC (35-65% ACN/H2O+5 mM NH4OH) to afford the title compound as a white solid: 1H NMR ... Reaction SMILES: [Cl:1][C:2]1[CH:7]=[CH:6][CH:5]=[C:4]([Cl:8])[C:3]=1[C:9]1[NH:10][C:11]2[CH:17]=[C:16]([C:18]([NH:20][NH2:21])=[O:19])[CH:15]=[CH:14][C:12]=2[N:13]=1.[N:22]([C:25]12[CH2:34][CH:29]3[CH2:30][CH:31]([CH2:33][CH:27]([CH2:28]3)[CH2:26]1)[CH2:32]2)=[C:23]=S.CCN=C=NCCCN(C)C>CN(C=O)C.O>[C:25]12([NH:22][C:23]3[O:19][C:18]([C:16]4[CH:15]=[CH:14][C:12]5[N:13]=[C:9]([C:3]6[C:4]([Cl:8])=[CH:5][CH:6]=[CH:7][C:2]=6[Cl:1])[NH:10][C:11]=5[CH:17]=4)=[N:20][N:21]=3)[CH2:32][CH:31]3[CH2:30][CH:29]([CH2:28][CH:27]([CH2:33]3)[CH2:26]1)[CH2:34]2. Starting materials: ClC1=C(C(=CC=C1)Cl)C=1NC2=C(N1)C=CC(=C2)C(=O)NN (2-(2,6-dichloro-phenyl)-3H-benzoimidazole-5-carboxylic acid hydrazide), N(=C=S)C12CC3CC(CC(C1)C3)C2 (1-isothiocyanato-adamantane), CCN=C=NCCCN(C)C (EDCI). Starting materials: ClCCl, COc1cc2c(C#N)c[nH]c(=O)c2cc1OC, COc1ccccc1, O=P(Br)(Br)Br. Yields the product COc1cc2c(C#N)cnc(Br)c2cc1OC. Reaction SMILES: [CH2:23]([Cl:24])[Cl:25].[CH3:1][O:2][c:3]1[cH:4][c:5]2[c:6]([C:16]#[N:17])[cH:7][nH:8][c:9](=[O:15])[c:10]2[cH:11][c:12]1[O:13][CH3:14].[CH3:26][O:27][c:28]1[cH:29][cH:30][cH:31][cH:32][cH:33]1.[P:18]([Br:19])([Br:20])([Br:21])=[O:22]>>[CH3:1][O:2][c:3]1[cH:4][c:5]2[c:6]([C:16]#[N:17])[cH:7][n:8][c:9]([Br:20])[c:10]2[cH:11][c:12]1[O:13][CH3:14]. Starting materials: O=C([O-])[O-], CCc1ccc(N)cc1, CC(C)=O, Clc1ncc(CI)c(Cl)n1, [K+], [K+], O. Product: CCc1ccc(NCc2cnc(Cl)nc2Cl)cc1. RXN SMILES: [C:11](=[O:12])([O-:13])[O-:14].[CH2:17]([CH3:18])[c:19]1[cH:20][cH:21][c:22]([NH2:23])[cH:24][cH:25]1.[CH3:26][C:27](=[O:28])[CH3:29].[Cl:1][c:2]1[n:3][cH:4][c:5]([CH2:9][I:10])[c:6]([Cl:8])[n:7]1.[K+:15].[K+:16].[OH2:30]>>[Cl:1][c:2]1[n:3][cH:4][c:5]([CH2:9][NH:23][c:22]2[cH:21][cH:20][c:19]([CH2:17][CH3:18])[cH:25][cH:24]2)[c:6]([Cl:8])[n:7]1. The reactants are Br.FC1=CC2=C(N(C(S2)=N)CCOC)C=C1 (6-Fluoro-3-(2-methoxyethyl)-3H-benzothiazol-2-ylideneamine hydrobromide), ClC=1C=CC(=C(C(=O)O)C1)OC (5-chloro-2-methoxybenzoic acid). The product is ClC=1C=CC(=C(C(=O)\N=C\2/SC3=C(N2CCOC)C=CC(=C3)F)C1)OC (5-chloro-N-[(2Z)-6-fluoro-3-(2-methoxyethyl)-1,3-benzothiazol-2(3H)-ylidene]-2-methoxybenzamide). As a reaction SMILES: Br.[F:2][C:3]1[CH:16]=[CH:15][C:6]2[N:7]([CH2:11][CH2:12][O:13][CH3:14])[C:8](=[NH:10])[S:9][C:5]=2[CH:4]=1.[Cl:17][C:18]1[CH:19]=[CH:20][C:21]([O:27][CH3:28])=[C:22]([CH:26]=1)[C:23](O)=[O:24]>>[Cl:17][C:18]1[CH:19]=[CH:20][C:21]([O:27][CH3:28])=[C:22]([CH:26]=1)[C:23](/[N:10]=[C:8]1\[S:9][C:5]2[CH:4]=[C:3]([F:2])[CH:16]=[CH:15][C:6]=2[N:7]\1[CH2:11][CH2:12][O:13][CH3:14])=[O:24] |f:0.1|. Procedure details: The product from Example 113A and 5-chloro-2-methoxybenzoic acid were processed using the methods described in Example 13 to afford the title compound. 1H NMR (300 MHz, DMSO-d6) δ ppm 3.24 (s, 3H), 3.79 (t, J=5.3 Hz, 2H), 3.83 (s, 3H), 4.65 (t, J=5.3 Hz, 2H), 7.17 (d, J=9.2 Hz, 1H), 7.41 (td, J=9.1, 2.5 Hz, 1H), 7.52 (dd, J=8.8, 2.7 Hz, 1H), 7.78 (dd, J=9.0, 4.2 Hz, 1H), 7.83 (d, J=2.7 Hz, 1H), 7.89 (dd, J=8.5, 2.7 Hz, 1H); MS (ESI+) m/z 395 (M+H)+; Anal. Calculated for C18H16ClFN2O3S: C, 54.75;... The reactants are C1(=CC=CC=C1)O (phenol), ClC1=CC2=C(C(C3=C(C(N2)=O)NN=C3C(=O)O)=O)C=C1 (7-Chloro-3-(carboxy)pyrazolo[3,4-c][1]benzazepine-4,10-(1H,9H)-dione), ClC1=CC2=C(C(C3=C(C(N2)=O)NN=C3C(=O)O)=O)C=C1 (7-Chloro-3-(carboxy)pyrazolo[3,4-c][1]benzazepine-4,10-(1H,9H)-dione), C(=O)(N1C=NC=C1)N1C=NC=C1 (1,1′-carbonyldiimidazole), O (water). Solvent: CN(C=O)C (N,N-dimethylformamide). Reaction conditions: temperature 70 celsius, time 24 hour. The product is ClC1=CC2=C(C(C3=C(C(N2)=O)NN=C3C(=O)OC3=CC=CC=C3)=O)C=C1 (7-Chloro-3-(phenyloxycarbonyl)pyrazolo[3,4-c][1]benzazepine-4,10(1H,9H)-dione). Yield: 52.2%. As a reaction SMILES: [Cl:1][C:2]1[CH:20]=[CH:19][C:5]2[C:6](=[O:18])[C:7]3[C:14]([C:15]([OH:17])=[O:16])=[N:13][NH:12][C:8]=3[C:9](=[O:11])[NH:10][C:4]=2[CH:3]=1.C(N1C=CN=C1)(N1C=CN=C1)=O.[C:33]1(O)[CH:38]=[CH:37][CH:36]=[CH:35][CH:34]=1.O>CN(C)C=O>[Cl:1][C:2]1[CH:20]=[CH:19][C:5]2[C:6](=[O:18])[C:7]3[C:14]([C:15]([O:17][C:33]4[CH:38]=[CH:37][CH:36]=[CH:35][CH:34]=4)=[O:16])=[N:13][NH:12][C:8]=3[C:9](=[O:11])[NH:10][C:4]=2[CH:3]=1. Procedure details: A solution of 7-chloro-3-(carboxy)pyrazolo[3,4-c][1]benzazepine-4,10(1H,9H)-dione (500 mg, 1.72 mmol) (compound of Example 9) and 1,1′-carbonyldiimidazole (418 mg, 2.58 mmol) in N,N-dimethylformamide (7 mL) was stirred for 16.75 hours. In one portion, phenol (486 mg, 5.16 mmol) was added and the solution was stirred for 24 hours at 70° C. To the resulting solution was added water (30 mL), giving a precipitate which was separated by filtration. This crude product was purified by chromatography el... Starting materials: ClC=1C=CC2=C(CC(O2)=O)C1 (5-chloro-2,3-dihydro-2-benzofuranone), N (ammonia). Product: ClC=1C=C(C2=C(C(C(O2)=O)C2=CC=CC=C2)C1)CC(=O)N (2-(5-Chloro-2,3-dihydro-2-oxo-3-phenyl-7-benzofuranyl)acetamide). Reaction SMILES: [Cl:1][C:2]1[CH:3]=[CH:4][C:5]2[O:9][C:8](=[O:10])[CH2:7][C:6]=2[CH:11]=1.[NH3:12]>>[Cl:1][C:2]1[CH:3]=[C:4]([CH2:7][C:8]([NH2:12])=[O:9])[C:5]2[O:9][C:8](=[O:10])[CH:7]([C:2]3[CH:3]=[CH:4][CH:5]=[CH:6][CH:11]=3)[C:6]=2[CH:11]=1. Procedure: This compound was prepared according to the process described in Example 6, but using 5-chloro-2,3-dihydro-2-benzofuranone and ammonia solution in Stage A. The reactants are COC1=CC=C(C=CC2=NC=C(C(=O)OC)C=C2)C=C1 (methyl 6-p-methoxystyrylnicotinate), ester, CN1CCN(CC1)CCO (2-(N-methyl-N'-piperazinyl)ethan-1-ol), [Na] (sodium). Conditions: time 8 hour. Yields the product dimaleate, COC1=CC=C(C=CC2=NC=C(C(=O)O)C=C2)C=C1.CN1CCN(CC1)CC (N-methyl-N'-ethylpiperazine 6-p-methoxystyrylnicotinate). Reaction SMILES: [CH3:1][N:2]1[CH2:7][CH2:6][N:5]([CH2:8][CH2:9]O)[CH2:4][CH2:3]1.[Na].[CH3:12][O:13][C:14]1[CH:31]=[CH:30][C:17]([CH:18]=[CH:19][C:20]2[CH:29]=[CH:28][C:23]([C:24]([O:26]C)=[O:25])=[CH:22][N:21]=2)=[CH:16][CH:15]=1>>[CH3:12][O:13][C:14]1[CH:15]=[CH:16][C:17]([CH:18]=[CH:19][C:20]2[CH:29]=[CH:28][C:23]([C:24]([OH:26])=[O:25])=[CH:22][N:21]=2)=[CH:30][CH:31]=1.[CH3:1][N:2]1[CH2:7][CH2:6][N:5]([CH2:8][CH3:9])[CH2:4][CH2:3]1 |f:3.4,^1:10|. Procedure details: The apparatus and procedures of Example 3 were used, employing 2-(N-methyl-N'-piperazinyl)ethan-1-ol (42.7 g.), sodium (0.2 g.), methyl 6-p-methoxystyrylnicotinate (13.46 g.), and a temperature of 70° C. for 8 hours. The crude ester was treated to give the dimaleate of N-methyl-N'-ethylpiperazine 6-p-methoxystyrylnicotinate, m.p. 214°-215° C.